The task is: describe an organic reaction: reactants, conditions, products, and yield. This data is from the Open Reaction Database (ORD), a public repository of structured organic reaction records. The reactants are Nc1ccc(Br)cc1, CCOC=C(C(=O)OCC)C(=O)OCC, CCCC(C)C, Cc1ccccc1. Yields the product CCOC(=O)C(=CNc1ccc(Br)cc1)C(=O)OCC. RXN SMILES: [Br:1][c:2]1[cH:3][cH:4][c:5]([NH2:6])[cH:7][cH:8]1.[CH2:9]([O:10][CH:12]=[C:13]([C:14](=[O:15])[O:16][CH2:17][CH3:18])[C:19](=[O:20])[O:21][CH2:22][CH3:23])[CH3:11].[CH3:24][CH2:25][CH2:26][CH:27]([CH3:28])[CH3:29].[CH3:30][c:31]1[cH:32][cH:33][cH:34][cH:35][cH:36]1>>[Br:1][c:2]1[cH:3][cH:4][c:5]([NH:6][CH:12]=[C:13]([C:14](=[O:15])[O:16][CH2:17][CH3:18])[C:19](=[O:20])[O:21][CH2:22][CH3:23])[cH:7][cH:8]1. Starting materials: CN1C(C2(C(C1)C1=CC=CC=C1)CNCCC2)=O (2-Methyl-4-phenyl-2,7-diazaspiro[4.5]decan-1-one), C(CC)P1(OP(OP(O1)(=O)CCC)(=O)CCC)=O (T3P), C(C)(C)(C)OC(=O)N[C@@H](C(=O)O)CCO ((R)-2-(Tert-butoxycarbonylamino)-4-hydroxybutanoic acid), C(C)(C)N(CC)C(C)C (diisopropylethylamine). The solvent is C(C)#N (acetonitrile), O (water). Reaction conditions: time 2 hour. Product: OCC[C@H](C(=O)N1C[C@]2([C@@H](CN(C2=O)C)C2=CC=CC=C2)CCC1)NC(OC(C)(C)C)=O (tert-butyl (R)-4-hydroxy-1-((4S,5R)-2-methyl-1-oxo-4-phenyl-2,7-diazaspiro[4.5]decan-7-yl)-1-oxobutan-2-ylcarbamate). As a reaction SMILES: [CH3:1][N:2]1[CH2:6][CH:5]([C:7]2[CH:12]=[CH:11][CH:10]=[CH:9][CH:8]=2)[C:4]2([CH2:17][CH2:16][CH2:15][NH:14][CH2:13]2)[C:3]1=[O:18].[C:19]([O:23][C:24]([NH:26][C@H:27]([CH2:31][CH2:32][OH:33])[C:28](O)=[O:29])=[O:25])([CH3:22])([CH3:21])[CH3:20].C(N(C(C)C)CC)(C)C.C(P1(=O)OP(CCC)(=O)OP(CCC)(=O)O1)CC>C(#N)C.O>[OH:33][CH2:32][CH2:31][C@@H:27]([NH:26][C:24](=[O:25])[O:23][C:19]([CH3:21])([CH3:20])[CH3:22])[C:28]([N:14]1[CH2:15][CH2:16][CH2:17][C@:4]2([C:3](=[O:18])[N:2]([CH3:1])[CH2:6][C@H:5]2[C:7]2[CH:12]=[CH:11][CH:10]=[CH:9][CH:8]=2)[CH2:13]1)=[O:29]. Reported procedure: 2-Methyl-4-phenyl-2,7-diazaspiro[4.5]decan-1-one (100 mg; 0.409 mmol) was solubilised in acetonitrile (1.4 ml). (R)-2-(Tert-butoxycarbonylamino)-4-hydroxybutanoic acid (90 mg; 0.409 mmol) was added followed by diisopropylethylamine (0.286 ml; 1.637 mmol). ®T3P (50% solution in ethyl acetate) (0.478 ml; 0.819 mmol) was added and the mixture stirred at RT for 2 hr. The reaction was diluted with water and extracted with EtOAc; the organics were combined and washed with brine, dried over MgSO4, filt... As a reaction SMILES: [CH3:1][O:2][CH:3]([C:4](=[O:5])[O:6][CH3:7])[O:8][CH3:9].[F:10][c:11]1[cH:12][cH:13][c:14]([CH2:15][NH2:16])[cH:17][cH:18]1>>[CH3:1][O:2][CH:3]([C:4](=[O:5])[NH:16][CH2:15][c:14]1[cH:13][cH:12][c:11]([F:10])[cH:18][cH:17]1)[O:8][CH3:9]. Yields the product COC(OC)C(=O)NCc1ccc(F)cc1. Reactants: COC(=O)C(OC)OC, NCc1ccc(F)cc1. The reactants are C1(CC1)COCCC1=CC=C(OCC2CO2)C=C1 (1-[4-(2-cyclopropylmethoxy-ethyl)phenoxy]-2,3-epoxypropane), NCCN1C=NC2=C1C=CC(=C2)C=2CCC(NN2)=O (6-[1-(2-aminoethyl)-benzimidazol-5-yl]-4,5-dihydro-3(2H)-pyridazinone). Product: C1(CC1)COCCC1=CC=C(OCC(CNCCN2C=NC3=C2C=CC(=C3)C=3CCC(NN3)=O)O)C=C1 (6-[1-[2-[3-(4-(2-Cyclopropylmethoxy-ethyl)phenoxy)-2-hydroxypropylamino]ethyl]benzimidazol-5-yl]-4,5-dihydro-3(2H)-pyridazinone). RXN SMILES: [CH:1]1([CH2:4][O:5][CH2:6][CH2:7][C:8]2[CH:18]=[CH:17][C:11]([O:12][CH2:13][CH:14]3[O:16][CH2:15]3)=[CH:10][CH:9]=2)[CH2:3][CH2:2]1.[NH2:19][CH2:20][CH2:21][N:22]1[C:26]2[CH:27]=[CH:28][C:29]([C:31]3[CH2:32][CH2:33][C:34](=[O:37])[NH:35][N:36]=3)=[CH:30][C:25]=2[N:24]=[CH:23]1>>[CH:1]1([CH2:4][O:5][CH2:6][CH2:7][C:8]2[CH:18]=[CH:17][C:11]([O:12][CH2:13][CH:14]([OH:16])[CH2:15][NH:19][CH2:20][CH2:21][N:22]3[C:26]4[CH:27]=[CH:28][C:29]([C:31]5[CH2:32][CH2:33][C:34](=[O:37])[NH:35][N:36]=5)=[CH:30][C:25]=4[N:24]=[CH:23]3)=[CH:10][CH:9]=2)[CH2:3][CH2:2]1. Reported procedure: Prepared analogously to Example 1 from 1-[4-(2-cyclopropylmethoxy-ethyl)phenoxy]-2,3-epoxypropane and 6-[1-(2-aminoethyl)-benzimidazol-5-yl]-4,5-dihydro-3(2H)-pyridazinone. Reactants: NC[C@@H]1CC[C@H](CC1)CNS(=O)(=O)C1=CC2=CC=CC=C2C=C1 (naphthalene-2-sulfonic acid-(4-aminomethyl-trans-cyclohexylmethyl)amide), C(CCl)Cl (EDC), C1C(CCC2=CC=CC=C12)C(=O)O (1,2,3,4-tetrahydronaphthalen-2-carboxylic acid). Reagents/catalysts: CN(C)C=1C=CN=CC1 (DMAP). The solvent is C(Cl)Cl (methylene chloride). Conditions: time 0.5 hour. Yields the product C1=C(C=CC2=CC=CC=C12)S(=O)(=O)NC[C@@H]1CC[C@H](CC1)CNC(=O)C1CC2=CC=CC=C2CC1 (1,2,3,4-Tetrahydronaphthalene-2-carboxylic Acid [4-{(Naphthalen-2-sulfonylamino)methyl}-trans-cyclohexylmethyl]amide). Yield: 96.1%. As a reaction SMILES: [NH2:1][CH2:2][C@H:3]1[CH2:8][CH2:7][C@H:6]([CH2:9][NH:10][S:11]([C:14]2[CH:23]=[CH:22][C:21]3[C:16](=[CH:17][CH:18]=[CH:19][CH:20]=3)[CH:15]=2)(=[O:13])=[O:12])[CH2:5][CH2:4]1.C(Cl)CCl.[CH2:28]1[C:37]2[C:32](=[CH:33][CH:34]=[CH:35][CH:36]=2)[CH2:31][CH2:30][CH:29]1[C:38](O)=[O:39]>CN(C1C=CN=CC=1)C.C(Cl)Cl>[CH:15]1[C:16]2[C:21](=[CH:20][CH:19]=[CH:18][CH:17]=2)[CH:22]=[CH:23][C:14]=1[S:11]([NH:10][CH2:9][C@H:6]1[CH2:7][CH2:8][C@H:3]([CH2:2][NH:1][C:38]([CH:29]2[CH2:30][CH2:31][C:32]3[C:37](=[CH:36][CH:35]=[CH:34][CH:33]=3)[CH2:28]2)=[O:39])[CH2:4][CH2:5]1)(=[O:13])=[O:12]. Reported procedure: A mixture of naphthalene-2-sulfonic acid-(4-aminomethyl-trans-cyclohexylmethyl)amide (0.5 g, 1.4 mmol), EDC (0.54 g, 2.8 mmol), and DMAP (0.34 g, 2.8 mmol) in methylene chloride (30 mL) was stirred at room temperature for 0.5 h. 1,2,3,4-tetrahydronaphthalen-2-carboxylic acid (0.24 g, 1.4 mmol) was added to the reaction mixture and stirred at room temperature till the completion of the reaction (by TLC). The reaction mixture was washed with saturated ammonium chloride (3×30 mL), dried over sodium... The solvent is C(C)O (ethanol). RXN SMILES: [N+:1]([C:4]1[CH:25]=[CH:24][C:7]([CH2:8][N:9]2[C:15](=[O:16])[C@H:14]3[CH2:17][CH2:18][CH2:19][C@H:13]3[NH:12][C:11]3[CH:20]=[CH:21][CH:22]=[CH:23][C:10]2=3)=[CH:6][CH:5]=1)([O-:3])=[O:2].[ClH:26].C(O)C>C(O)C>[ClH:26].[N+:1]([C:4]1[CH:25]=[CH:24][C:7]([CH2:8][N:9]2[C:15](=[O:16])[C@H:14]3[CH2:17][CH2:18][CH2:19][C@H:13]3[NH:12][C:11]3[CH:20]=[CH:21][CH:22]=[CH:23][C:10]2=3)=[CH:6][CH:5]=1)([O-:3])=[O:2] |f:1.2,4.5|. Reported procedure: In ethanol was suspended (3aR*,10aS*)-9-(4-Nitrobenzyl)-2,3,3a,4,9,10a-hexahydrobenzo[b]cyclopenta[e][1,4]-diazepin-10(1H)-one produced in Working Example 26. To the suspension was added an HCl-ethanol solution, and the mixture was stirred. Resulting crystalline precipitate was collected by filtration, which was washed with ethanol to give the titled compound, m.p. 167°-170° C. Product: Cl.[N+](=O)([O-])C1=CC=C(CN2C3=C(N[C@H]4[C@@H](C2=O)CCC4)C=CC=C3)C=C1 ((3aR*,10aS*)-9-(4-Nitrobenzyl)-2,3,3a,4,9,10a-hexahydrobenzo[b]cyclopenta[e][1,4]diazepin-10(1H)-one hydrochloride). Reactants: [N+](=O)([O-])C1=CC=C(CN2C3=C(N[C@H]4[C@@H](C2=O)CCC4)C=CC=C3)C=C1 ((3aR*,10aS*)-9-(4-Nitrobenzyl)-2,3,3a,4,9,10a-hexahydrobenzo[b]cyclopenta[e][1,4]-diazepin-10(1H)-one), Cl.C(C)O (HCl ethanol).